This data is from the Open Reaction Database (ORD), a public repository of structured organic reaction records. The task is: describe an organic reaction: reactants, conditions, products, and yield The reactants are CN1N=CN=C1 (1-methyl-1,2,4-triazole), O=C(CCP(OCC)(OCC)=O)C (diethyl 3-oxo-butylphosphonate). The solvent is O1CCCC1 (tetrahydrofurane). Reaction conditions: time 1 hour. Product: OC(CCP(OCC)(OCC)=O)(C1=NC=NN1C)C (diethyl 3-hydroxy-3-methyl-3-(1-methyl-1,2,4-triazol-5-yl)propyl-phosphonate). Yield: 28.4%. Reaction SMILES: [CH3:1][N:2]1[CH:6]=[N:5][CH:4]=[N:3]1.[O:7]=[C:8]([CH3:19])[CH2:9][CH2:10][P:11](=[O:18])([O:15][CH2:16][CH3:17])[O:12][CH2:13][CH3:14]>O1CCCC1>[OH:7][C:8]([CH3:19])([C:6]1[N:2]([CH3:1])[N:3]=[CH:4][N:5]=1)[CH2:9][CH2:10][P:11](=[O:18])([O:12][CH2:13][CH3:14])[O:15][CH2:16][CH3:17]. Procedure: To a solution of 1-methyl-1,2,4-triazole (3.0 g, 36.1 mmol) in tetrahydrofurane (60 ml) was added n-buthyllithium (43.3 mmol, 1.2 eq) at -78° C. under nitrogen. The mixture was stirred for 1 hour, then diethyl 3-oxo-butylphosphonate (8.3 g, 39.7 mmol, 1.1 eq) was added. The mixture was stirred for 2 hours and quenched with aq. NH4Cl (ca. 15 ml). The mixture was warmed to room temperature and extracted with CH2Cl2 (5×100 ml). The extract was dried over MgSO4, concentrated in vacuo, and purified b... Reactants: CC(C)(C)NS(=O)(=O)c1ccc(S(N)(=O)=O)s1, CN(C)C=O, ClCCN1CCOCC1, Cl, [H-], [Na+]. The product is CC(C)(C)NS(=O)(=O)c1ccc(S(=O)(=O)NCCN2CCOCC2)s1. RXN SMILES: [CH3:1][C:2]([CH3:3])([CH3:4])[NH:5][S:6](=[O:7])(=[O:8])[c:9]1[s:10][c:11]([S:14](=[O:15])(=[O:16])[NH2:17])[cH:12][cH:13]1.[CH3:30][N:31]([CH3:32])[CH:33]=[O:34].[Cl:21][CH2:22][CH2:23][N:24]1[CH2:25][CH2:26][O:27][CH2:28][CH2:29]1.[ClH:20].[H-:18].[Na+:19]>>[CH3:1][C:2]([CH3:3])([CH3:4])[NH:5][S:6](=[O:7])(=[O:8])[c:9]1[s:10][c:11]([S:14](=[O:15])(=[O:16])[NH:17][CH2:22][CH2:23][N:24]2[CH2:25][CH2:26][O:27][CH2:28][CH2:29]2)[cH:12][cH:13]1. Starting materials: CC(=O)[O-], CC(=O)[O-], C1CCOC1, CC(C)(C)[O-], COc1cc(-c2cn(C3CCc4ccccc4N(CC(F)(F)F)C3=O)nn2)ccc1I, [K+], CN(C)C=O, [Pd+2], c1ccc(P(c2ccccc2)c2ccc3ccccc3c2-c2c(P(c3ccccc3)c3ccccc3)ccc3ccccc23)cc1, Nc1cccnc1. The product is COc1cc(-c2cn(C3CCc4ccccc4N(CC(F)(F)F)C3=O)nn2)ccc1Nc1cccnc1. As a reaction SMILES: [C:101]([O-:102])(=[O:103])[CH3:104].[C:106]([O-:107])(=[O:108])[CH3:109].[CH2:45]1[O:46][CH2:47][CH2:48][CH2:49]1.[CH3:39][C:40]([CH3:41])([O-:42])[CH3:43].[I:8][c:9]1[c:10]([O:37][CH3:38])[cH:11][c:12](-[c:15]2[n:16][n:17][n:18]([CH:20]3[C:21](=[O:36])[N:22]([CH2:31][C:32]([F:33])([F:34])[F:35])[c:23]4[c:24]([cH:27][cH:28][cH:29][cH:30]4)[CH2:25][CH2:26]3)[cH:19]2)[cH:13][cH:14]1.[K+:44].[O:96]=[CH:97][N:98]([CH3:99])[CH3:100].[Pd+2:105].[cH:50]1[cH:51][cH:52][c:53]([P:54]([c:55]2[cH:56][cH:57][c:58]3[c:59]([cH:60][cH:61][cH:62][cH:63]3)[c:64]2-[c:65]2[c:66]3[c:67]([cH:68][cH:69][cH:70][cH:71]3)[cH:72][cH:73][c:74]2[P:75]([c:76]2[cH:77][cH:78][cH:79][cH:80][cH:81]2)[c:82]2[cH:83][cH:84][cH:85][cH:86][cH:87]2)[c:88]2[cH:89][cH:90][cH:91][cH:92][cH:93]2)[cH:94][cH:95]1.[n:1]1[cH:2][c:3]([NH2:7])[cH:4][cH:5][cH:6]1>>[n:1]1[cH:2][c:3]([NH:7][c:9]2[c:10]([O:37][CH3:38])[cH:11][c:12](-[c:15]3[n:16][n:17][n:18]([CH:20]4[C:21](=[O:36])[N:22]([CH2:31][C:32]([F:33])([F:34])[F:35])[c:23]5[c:24]([cH:27][cH:28][cH:29][cH:30]5)[CH2:25][CH2:26]4)[cH:19]3)[cH:13][cH:14]2)[cH:4][cH:5][cH:6]1.